describe an organic reaction: reactants, conditions, products, and yield From a dataset of the Open Reaction Database (ORD), a public repository of structured organic reaction records. Reactants: NN (hydrazine), CC(CCC(=O)OC)C (methyl 4-methylvalerate). Solvent: CO (methanol). Conditions: time 8 hour. Product: CC(CCC(=O)NN)C (4-methylvaleric acid hydrazide). Yield: 91.1%. Reaction SMILES: [NH2:1][NH2:2].[CH3:3][CH:4]([CH3:11])[CH2:5][CH2:6][C:7](OC)=[O:8]>CO>[CH3:3][CH:4]([CH3:11])[CH2:5][CH2:6][C:7]([NH:1][NH2:2])=[O:8]. Procedure: Under nitrogen, a solution of 53.8 g (1.68 mol) of anhydrous hydrazine in 300 mL of methanol was cooled to 0° C. and treated with 186 g (1.4 mol) of methyl 4-methylvalerate. The reaction was allowed to warm to ambient temperature and stir overnight prior to stirring at reflux for 4 h. The reaction was concentrated in vacuo giving 166 g (93%) of 4-methylvaleric acid hydrazide as a colorless solid: 49–51° C.; NMR (CDCl3) δ 0.89 (d, J=7 Hz, 6H), 1.48–1.64 (m, 3H), 2.15 (t, J=7 Hz, 2H), 3.91 (br s, ... The reactants are CC#N, [Cu]I, CC(C)(C)OC(=O)N1CCC2(CC=C(OS(=O)(=O)C(F)(F)F)c3ccccc32)CC1, N#C[Na], c1ccc(P(c2ccccc2)(c2ccccc2)[Pd](P(c2ccccc2)(c2ccccc2)c2ccccc2)(P(c2ccccc2)(c2ccccc2)c2ccccc2)P(c2ccccc2)(c2ccccc2)c2ccccc2)cc1. Yields the product CC(C)(C)OC(=O)N1CCC2(CC=C(C#N)c3ccccc32)CC1. RXN SMILES: [CH3:34][C:35]#[N:36].[Cu:37][I:38].[F:1][C:2]([F:3])([F:4])[S:5]([O:6][C:7]1=[CH:8][CH2:9][C:10]2([c:11]3[cH:12][cH:13][cH:14][cH:15][c:16]31)[CH2:17][CH2:18][N:19]([C:22](=[O:23])[O:24][C:25]([CH3:26])([CH3:27])[CH3:28])[CH2:20][CH2:21]2)(=[O:29])=[O:30].[Na:31][C:32]#[N:33].[cH:39]1[cH:40][cH:41][c:42]([P:43]([Pd:44]([P:45]([c:46]2[cH:47][cH:48][cH:49][cH:50][cH:51]2)([c:52]2[cH:53][cH:54][cH:55][cH:56][cH:57]2)[c:58]2[cH:59][cH:60][cH:61][cH:62][cH:63]2)([P:64]([c:65]2[cH:66][cH:67][cH:68][cH:69][cH:70]2)([c:71]2[cH:72][cH:73][cH:74][cH:75][cH:76]2)[c:77]2[cH:78][cH:79][cH:80][cH:81][cH:82]2)[P:83]([c:84]2[cH:85][cH:86][cH:87][cH:88][cH:89]2)([c:90]2[cH:91][cH:92][cH:93][cH:94][cH:95]2)[c:96]2[cH:97][cH:98][cH:99][cH:100][cH:101]2)([c:102]2[cH:103][cH:104][cH:105][cH:106][cH:107]2)[c:108]2[cH:109][cH:110][cH:111][cH:112][cH:113]2)[cH:114][cH:115]1>>[C:7]1([C:32]#[N:33])=[CH:8][CH2:9][C:10]2([c:11]3[cH:12][cH:13][cH:14][cH:15][c:16]31)[CH2:17][CH2:18][N:19]([C:22](=[O:23])[O:24][C:25]([CH3:26])([CH3:27])[CH3:28])[CH2:20][CH2:21]2. RXN SMILES: [OH2:14].[c:1]1([S:7][CH2:8][CH2:9][CH2:10][C:11](=[O:12])[OH:13])[cH:2][cH:3][cH:4][cH:5][cH:6]1>>[c:1]12[cH:2][cH:3][cH:4][cH:5][c:6]1[C:11](=[O:13])[CH2:10][CH2:9][CH2:8][S:7]2. The reactants are O, O=C(O)CCCSc1ccccc1. Product: O=C1CCCSc2ccccc21. The reactants are S1C(=CC=C1)CC(=O)O (thiolacetic acid), C(C1=CC=CC=C1)OCC(C=C)OC(C)=O (4-benzyloxy-3-acetoxy-1-butene), peroxide, CCOCC (ether). Reaction conditions: time 20 hour. Yields the product C(C)(=O)SCCC(COCC1=CC=CC=C1)OC(C)=O (S-Acetyl-3-acetoxy-4-benzyloxy-1-butanethiol). Isolated yield 64.0%. Reaction SMILES: [S:1]1C=CC=C1CC(O)=O.[CH2:10]([O:17][CH2:18][CH:19]([O:22][C:23](=[O:25])[CH3:24])[CH:20]=[CH2:21])[C:11]1[CH:16]=[CH:15][CH:14]=[CH:13][CH:12]=1.[CH3:26][CH2:27][O:28]CC>>[C:27]([S:1][CH2:21][CH2:20][CH:19]([O:22][C:23](=[O:25])[CH3:24])[CH2:18][O:17][CH2:10][C:11]1[CH:16]=[CH:15][CH:14]=[CH:13][CH:12]=1)(=[O:28])[CH3:26]. Reported procedure: A solution of thiolacetic acid (10.0 g., 0.13 mole) and 4-benzyloxy-3-acetoxy-1-butene (21.0 g., 0.096 mole) containing benzoxyl peroxide (50 mg.) is stirred at room temperature for 20 hours. The reaction mixture is taken up in ether (200 ml.), washed with saturated sodium bicarbonate solution until neutral and then with brine and dried over sodium sulfate. The ether is removed in vacuo and the resulting oil is purified by chromatography over silica gel using hexane-ethyl acetate (80-20) to elut... The reactants are ClC1=CC=C(C=C1)N1S(C2=C(N(C1=O)C)C=C(C=C2)OC(C)C(=O)OCC)(=O)=O (2-(4-chlorophenyl)-6-[1-(ethoxycarbonyl)ethoxyl]-4-methyl-2H-1,2,4-benzothiadiazine-3(4H)-one 1,1-dioxide), [OH-].[Na+] (sodium hydroxide). Run in C(C)O (ethanol), O (water). Yields the product ClC1=CC=C(C=C1)N1S(C2=C(N(C1=O)C)C=C(C=C2)OC(C)C(=O)O)(=O)=O (2-(4-chlorophenyl)-6-(1-carboxyethoxy)-4-methyl-2H-1,2,4-benzothiadiazine-3(4H)-one 1,1-dioxide). The yield is 64.1%. Reaction SMILES: [Cl:1][C:2]1[CH:7]=[CH:6][C:5]([N:8]2[C:13](=[O:14])[N:12]([CH3:15])[C:11]3[CH:16]=[C:17]([O:20][CH:21]([C:23]([O:25]CC)=[O:24])[CH3:22])[CH:18]=[CH:19][C:10]=3[S:9]2(=[O:29])=[O:28])=[CH:4][CH:3]=1.[OH-].[Na+]>C(O)C.O>[Cl:1][C:2]1[CH:7]=[CH:6][C:5]([N:8]2[C:13](=[O:14])[N:12]([CH3:15])[C:11]3[CH:16]=[C:17]([O:20][CH:21]([C:23]([OH:25])=[O:24])[CH3:22])[CH:18]=[CH:19][C:10]=3[S:9]2(=[O:28])=[O:29])=[CH:4][CH:3]=1 |f:1.2|. Procedure details: To a suspension of 2-(4-chlorophenyl)-6-[1-(ethoxycarbonyl)ethoxyl]-4-methyl-2H-1,2,4-benzothiadiazine-3(4H)-one 1,1-dioxide (400 mg) in a mixture of ethanol (5 ml) and water (5 ml) was added aqueous 1N-sodium hydroxide solution (1.1) ml in one portion. The mixture was refluxed for half hour and concentrated in vacuo. The residue was dissolved in water and washed with ethyl ether. The aqueous layer was acidified with hydrochlonic acid. The separated oil was extracted with ethyl acetate. The orga... RXN SMILES: [C:27](=[O:28])([O-:29])[O-:30].[CH3:34][S:35](=[O:36])[CH3:37].[ClH:33].[F:1][C:2]([CH2:3][CH:4]([C:5]#[N:6])[C:7]#[N:8])([C:9]([C:10]([CH:11]([F:12])[F:13])([F:14])[F:15])([F:16])[F:17])[F:18].[I:19][CH2:20][CH2:21][CH2:22][C:23]([F:24])([F:25])[F:26].[K+:31].[K+:32]>>[F:1][C:2]([CH2:3][C:4]([C:5]#[N:6])([C:7]#[N:8])[CH2:20][CH2:21][CH2:22][C:23]([F:24])([F:25])[F:26])([C:9]([C:10]([CH:11]([F:12])[F:13])([F:14])[F:15])([F:16])[F:17])[F:18]. Product: N#CC(C#N)(CCCC(F)(F)F)CC(F)(F)C(F)(F)C(F)(F)C(F)F. Reactants: O=C([O-])[O-], CS(C)=O, Cl, N#CC(C#N)CC(F)(F)C(F)(F)C(F)(F)C(F)F, FC(F)(F)CCCI, [K+], [K+]. Starting materials: CC(C)(CSCc1ccccc1)C(=O)NC(CSCc1ccccc1)C(=O)O, NCCCCN. Yields the product CC(C)(CSCc1ccccc1)C(=O)NC(CSCc1ccccc1)C(=O)C(N)CCCN. RXN SMILES: [CH2:1]([c:2]1[cH:3][cH:4][cH:5][cH:6][cH:7]1)[S:8][CH2:9][CH:10]([NH:11][C:12]([C:13]([CH2:14][S:15][CH2:16][c:17]1[cH:18][cH:19][cH:20][cH:21][cH:22]1)([CH3:23])[CH3:24])=[O:25])[C:26](=[O:27])[OH:28].[NH2:29][CH2:30][CH2:31][CH2:32][CH2:33][NH2:34]>>[CH2:1]([c:2]1[cH:3][cH:4][cH:5][cH:6][cH:7]1)[S:8][CH2:9][CH:10]([NH:11][C:12]([C:13]([CH2:14][S:15][CH2:16][c:17]1[cH:18][cH:19][cH:20][cH:21][cH:22]1)([CH3:23])[CH3:24])=[O:25])[C:26](=[O:28])[CH:30]([NH2:29])[CH2:31][CH2:32][CH2:33][NH2:34].